Dataset: the Open Reaction Database (ORD), a public repository of structured organic reaction records. Task: describe an organic reaction: reactants, conditions, products, and yield Reactants: Cl.Cl.N12C[C@@H](C(CC1)CC2)N ((R)-1-azabicyclo[2.2.2]oct-3-ylamine dihydrochloride), COC=1C=C(C=CC1)/C=C/C(=O)O (E-3-(3-methoxyphenyl)propenoic acid). The product is N12C[C@@H](C(CC1)CC2)NC(\C=C\C2=CC(=CC=C2)OC)=O ((R)-N-(1-Azabicyclo[2.2.2]oct-3-yl)[E-3-(3-methoxyphenyl)propenamide]). Reaction SMILES: Cl.Cl.[N:3]12[CH2:10][CH2:9][CH:6]([CH2:7][CH2:8]1)[C@@H:5]([NH2:11])[CH2:4]2.[CH3:12][O:13][C:14]1[CH:15]=[C:16](/[CH:20]=[CH:21]/[C:22](O)=[O:23])[CH:17]=[CH:18][CH:19]=1>>[N:3]12[CH2:10][CH2:9][CH:6]([CH2:7][CH2:8]1)[C@@H:5]([NH:11][C:22](=[O:23])/[CH:21]=[CH:20]/[C:16]1[CH:17]=[CH:18][CH:19]=[C:14]([O:13][CH3:12])[CH:15]=1)[CH2:4]2 |f:0.1.2|. Reported procedure: Prepared as a free base by a method analogous to that described in Example 1 from (R)-1-azabicyclo[2.2.2]oct-3-ylamine dihydrochloride and E-3-(3-methoxyphenyl)propenoic acid; the compound was purified by chromatography on silica gel using ammoniated methanol/chloroform mixtures as the eluent; MS (ES+) 287 (MH+). As a reaction SMILES: [B:24]([OH:25])([OH:26])[c:27]1[cH:28][c:29]([C:30](=[O:31])[OH:32])[cH:33][cH:34][c:35]1[Cl:36].[Br:7][c:8]1[cH:9][c:10]2[c:11]([n:12][cH:13]1)[o:14][c:15](-[c:17]1[cH:18][cH:19][c:20]([F:23])[cH:21][cH:22]1)[cH:16]2.[C:1](=[O:2])([O-:3])[O-:4].[Cs+:5].[Cs+:6].[O:37]=[CH:38][N:39]([CH3:40])[CH3:41].[OH2:42].[cH:43]1[cH:44][cH:45][c:46]([P:47]([Pd:48]([P:49]([c:50]2[cH:51][cH:52][cH:53][cH:54][cH:55]2)([c:56]2[cH:57][cH:58][cH:59][cH:60][cH:61]2)[c:62]2[cH:63][cH:64][cH:65][cH:66][cH:67]2)([P:68]([c:69]2[cH:70][cH:71][cH:72][cH:73][cH:74]2)([c:75]2[cH:76][cH:77][cH:78][cH:79][cH:80]2)[c:81]2[cH:82][cH:83][cH:84][cH:85][cH:86]2)[P:87]([c:88]2[cH:89][cH:90][cH:91][cH:92][cH:93]2)([c:94]2[cH:95][cH:96][cH:97][cH:98][cH:99]2)[c:100]2[cH:101][cH:102][cH:103][cH:104][cH:105]2)([c:106]2[cH:107][cH:108][cH:109][cH:110][cH:111]2)[c:112]2[cH:113][cH:114][cH:115][cH:116][cH:117]2)[cH:118][cH:119]1>>[c:8]1(-[c:27]2[cH:28][c:29]([C:30](=[O:31])[OH:32])[cH:33][cH:34][c:35]2[Cl:36])[cH:9][c:10]2[c:11]([n:12][cH:13]1)[o:14][c:15](-[c:17]1[cH:18][cH:19][c:20]([F:23])[cH:21][cH:22]1)[cH:16]2. The product is O=C(O)c1ccc(Cl)c(-c2cnc3oc(-c4ccc(F)cc4)cc3c2)c1. Starting materials: O=C(O)c1ccc(Cl)c(B(O)O)c1, Fc1ccc(-c2cc3cc(Br)cnc3o2)cc1, O=C([O-])[O-], [Cs+], [Cs+], CN(C)C=O, O, c1ccc(P(c2ccccc2)(c2ccccc2)[Pd](P(c2ccccc2)(c2ccccc2)c2ccccc2)(P(c2ccccc2)(c2ccccc2)c2ccccc2)P(c2ccccc2)(c2ccccc2)c2ccccc2)cc1.